From a dataset of the Open Reaction Database (ORD), a public repository of structured organic reaction records. describe an organic reaction: reactants, conditions, products, and yield Starting materials: Cl (Hydrogen chloride), C(C)OC(N(CC1=CC=CC=C1)C1=C(C(=NC(=C1)C=1N(C=CN1)COCC[Si](C)(C)C)N)[N+](=O)[O-])=O ({2-amino-3-nitro-6-[1-(2-trimethylsilanyl-ethoxymethyl)-1H-imidazol-2-yl]-pyridin-4-yl}-benzyl-carbamic acid ethyl ester), Initiator 8, N1C=NC=C1 (imidazole). Reagents/catalysts: [Ni] (Raney nickel). Run in O1CCOCC1 (dioxane), C(C)(=O)O (acetic acid). Conditions: time 24 hour. Yields the product NC1=NC(=CC2=C1NC(N2CC2=CC=CC=C2)=O)C=2NC=CN2 (4-Amino-1-benzyl-6-(1H-imidazol-2-yl)-1,3-dihydro-imidazo[4,5-c]pyridin-2-one). Yield: 26.9%. As a reaction SMILES: C([O:3][C:4](=O)[N:5]([C:13]1[CH:18]=[C:17]([C:19]2[N:20](COCC[Si](C)(C)C)[CH:21]=[CH:22][N:23]=2)[N:16]=[C:15]([NH2:32])[C:14]=1[N+:33]([O-])=O)[CH2:6][C:7]1[CH:12]=[CH:11][CH:10]=[CH:9][CH:8]=1)C.N1C=CN=C1.Cl>[Ni].C(O)(=O)C.O1CCOCC1>[NH2:32][C:15]1[C:14]2[NH:33][C:4](=[O:3])[N:5]([CH2:6][C:7]3[CH:12]=[CH:11][CH:10]=[CH:9][CH:8]=3)[C:13]=2[CH:18]=[C:17]([C:19]2[NH:20][CH:21]=[CH:22][N:23]=2)[N:16]=1. Reported procedure: The title compound was prepared following the method of Example 20 using {2-amino-3-nitro-6-[1-(2-trimethylsilanyl-ethoxymethyl)-1H-imidazol-2-yl]-pyridin-4-yl}-benzyl-carbamic acid ethyl ester (174 mg) and Raney nickel (5 mg) in acetic acid (3 ml). This gave initially the SEM protected imidazole compound. Hydrogen chloride in dioxane (4 M, 1 ml) was then added drop-wise and the solution left to stir at room temperature for 24 hours. The reaction mixture was then transferred to a microwave vial ... Reactants: COC([C@H]1N(CCC1)C(=O)OC(C)(C)C)OC (tert-Butoxycarbonyl-L-prolinal dimethyl acetal), Cl.CO (HCl methanol). Yields the product Cl.COC([C@H]1NCCC1)OC (L-prolinal dimethylacetal hydrochloride). Reaction SMILES: [CH3:1][O:2][CH:3]([O:16][CH3:17])[C@@H:4]1[CH2:8][CH2:7][CH2:6][N:5]1C(OC(C)(C)C)=O.[ClH:18].CO>>[ClH:18].[CH3:1][O:2][CH:3]([O:16][CH3:17])[C@@H:4]1[CH2:8][CH2:7][CH2:6][NH:5]1 |f:1.2,3.4|. Procedure: tert-Butoxycarbonyl-L-prolinal dimethyl acetal (1.0 g, 4.08 mmol) is stirred for one hour at room temperature in 10% HCl-methanol (8.2 ml) and the mixture is evaporated to dryness under reduced pressure to give quantitatively L-prolinal dimethylacetal hydrochloride as a solid. The product is dissolved in dimethylformamide (5 ml) containing p-anisic acid (938 mg, 6.16 mmol) and diethyl-phosphoryl cyanide (0.65 ml, 8.25 mmol). To the solution is added dropwise triethylamine (1.15 ml, 8.25 mmol) un... The product is OC1=CC=C(C=C1)SC1=C(C=C(C=C1)NC(=O)C=1SC=CC1)[N+](=O)[O-] (Thiophene-2-carboxylic acid [4-(4-hydroxy-phenylsulfanyl)-3-nitro-phenyl]-amide). Procedure: The product of Example 240a (1.50 g, 5.63 mmol) was dissolved in DMF to which K2CO3 (1.55 g, 11.27 mmol), and 4-mercapto-phenol (711 mg, 5.634 mmol) were added. The reaction mixture was then heated to 80° C. for 2 hrs. At this point the reaction mixture was cooled to room temperature and diluted with water which was then extracted with ethyl acetate to isolate the desired compound (1.66 g, 79%). The yield is 79.2%. Reaction conditions: temperature 80 celsius. Reaction SMILES: F[C:2]1[CH:7]=[CH:6][C:5]([NH:8][C:9]([C:11]2[S:12][CH:13]=[CH:14][CH:15]=2)=[O:10])=[CH:4][C:3]=1[N+:16]([O-:18])=[O:17].C([O-])([O-])=O.[K+].[K+].[SH:25][C:26]1[CH:31]=[CH:30][C:29]([OH:32])=[CH:28][CH:27]=1>CN(C=O)C.O>[OH:32][C:29]1[CH:30]=[CH:31][C:26]([S:25][C:2]2[CH:7]=[CH:6][C:5]([NH:8][C:9]([C:11]3[S:12][CH:13]=[CH:14][CH:15]=3)=[O:10])=[CH:4][C:3]=2[N+:16]([O-:18])=[O:17])=[CH:27][CH:28]=1 |f:1.2.3|. The reactants are FC1=C(C=C(C=C1)NC(=O)C=1SC=CC1)[N+](=O)[O-] (Thiophene-2-carboxylic acid (4-fluoro-3-nitro-phenyl)-amide), C(=O)([O-])[O-].[K+].[K+] (K2CO3), SC1=CC=C(C=C1)O (4-mercapto-phenol). Solvent: CN(C)C=O (DMF), O (water). Starting materials: CC1=C(OC2=C1C=CC(=C2)OCCCCCCCCCCCCCC)C(=O)O (3-methyl-6-tetradecyloxy-benzofuran-2-carboxylic acid), CN1NN(CC=C1)C1=CC=C(C=C1)C (1-methyl-3-p-tolyltriazine). The solvent is CCOCC (ether). Run at time 1 hour. Product: CC1=C(OC2=C1C=CC(=C2)OCCCCCCCCCCCCCC)C(=O)OC (3-Methyl-6-tetradecyloxy-benzofuran-2-carboxylic acid, methyl ester). Reaction SMILES: [CH3:1][C:2]1[C:6]2[CH:7]=[CH:8][C:9]([O:11][CH2:12][CH2:13][CH2:14][CH2:15][CH2:16][CH2:17][CH2:18][CH2:19][CH2:20][CH2:21][CH2:22][CH2:23][CH2:24][CH3:25])=[CH:10][C:5]=2[O:4][C:3]=1[C:26]([OH:28])=[O:27].[CH3:29]N1C=CCN(C2C=CC(C)=CC=2)N1>CCOCC>[CH3:1][C:2]1[C:6]2[CH:7]=[CH:8][C:9]([O:11][CH2:12][CH2:13][CH2:14][CH2:15][CH2:16][CH2:17][CH2:18][CH2:19][CH2:20][CH2:21][CH2:22][CH2:23][CH2:24][CH3:25])=[CH:10][C:5]=2[O:4][C:3]=1[C:26]([O:28][CH3:29])=[O:27]. Reported procedure: 0.4 g (1.03 mmoles) of 3-methyl-6-tetradecyloxy-benzofuran-2-carboxylic acid and 0.3 g (2.00 mmoles) of 1-methyl-3-p-tolyltriazine are stirred in ether and refluxed for 15 minutes. The mixture is then allowed to stand at room temperature for 1 hour. It is then refluxed for 15 minutes. The reaction mixture is worked-up by extraction with diethyl ether and HCl. The ether is distilled off and is replaced by dioxane. The resultant mixture is heated on a steam bath for 1 hour. It is then extracted wi... Reactants: FC1=CC(=C(C=C1)CC1=CN=C2C(=C(C(NC2=C1)=O)C(=O)OC)O)C(F)(F)F (methyl 7-{[4-fluoro-2-(trifluoromethyl)phenyl]methyl}-4-hydroxy-2-oxo-1,2-dihydro-1,5-naphthyridine-3-carboxylate), COCCN (2-methoxyethylamine). Product: FC1=CC(=C(C=C1)CC1=CN=C2C(=C(C(NC2=C1)=O)C(=O)NCCOC)O)C(F)(F)F (7-{[4-Fluoro-2-(trifluoromethyl)phenyl]methyl}-4-hydroxy-N-[2-(methyloxy)ethyl]-2-oxo-1,2-dihydro-1,5-naphthyridine-3-carboxamide). RXN SMILES: [F:1][C:2]1[CH:7]=[CH:6][C:5]([CH2:8][C:9]2[CH:18]=[C:17]3[C:12]([C:13]([OH:24])=[C:14]([C:20](OC)=[O:21])[C:15](=[O:19])[NH:16]3)=[N:11][CH:10]=2)=[C:4]([C:25]([F:28])([F:27])[F:26])[CH:3]=1.[CH3:29][O:30][CH2:31][CH2:32][NH2:33]>>[F:1][C:2]1[CH:7]=[CH:6][C:5]([CH2:8][C:9]2[CH:18]=[C:17]3[C:12]([C:13]([OH:24])=[C:14]([C:20]([NH:33][CH2:32][CH2:31][O:30][CH3:29])=[O:21])[C:15](=[O:19])[NH:16]3)=[N:11][CH:10]=2)=[C:4]([C:25]([F:28])([F:26])[F:27])[CH:3]=1. Reported procedure: This compound was prepared from methyl 7-{[4-fluoro-2-(trifluoromethyl)phenyl]methyl}-4-hydroxy-2-oxo-1,2-dihydro-1,5-naphthyridine-3-carboxylate and 2-methoxyethylamine employing methods similar to those those described in Example 9 and was purified by recrystallization from DMSO and MeOH. The product was obtained as a white solid: 1H NMR (d6-DMSO) δ 11.72 (1H, s), 10.28 (1H, brt, J=5 Hz), 8.47 (1H, s), 7.67 (1H, dd, J=9.3, 2.5 Hz), 7.59-7.51 (2H, m), 7.30 (1H, s), 4.29 (2H, s), 3.52-3.46 (4H, ... The reactants are [Si](C)(C)(C(C)(C)C)OC=1C=C(CO)C=C(C1)O[Si](C)(C)C(C)(C)C (3,5-Di-tert-butyldimethylsilyloxybenzyl alcohol), C(C(=C)C)(=O)Cl (methacryloyl chloride), N1=CC=CC=C1 (Pyridine). Run in CCOCC (ether), CCOCC (ether). Reaction conditions: temperature 0 celsius, time 8 hour. The product is C(C(=C)C)(=O)OCC1=CC(=CC(=C1)O[Si](C)(C)C(C)(C)C)O[Si](C)(C)C(C)(C)C (3,5-Di-tert-butyldimethylsilyloxybenzyl methacrylate). The yield is 92.9%. Reaction SMILES: [Si:1]([O:8][C:9]1[CH:10]=[C:11]([CH:14]=[C:15]([O:17][Si:18]([C:21]([CH3:24])([CH3:23])[CH3:22])([CH3:20])[CH3:19])[CH:16]=1)[CH2:12][OH:13])([C:4]([CH3:7])([CH3:6])[CH3:5])([CH3:3])[CH3:2].[C:25](Cl)(=[O:29])[C:26]([CH3:28])=[CH2:27].N1C=CC=CC=1>CCOCC>[C:25]([O:13][CH2:12][C:11]1[CH:10]=[C:9]([O:8][Si:1]([C:4]([CH3:7])([CH3:6])[CH3:5])([CH3:3])[CH3:2])[CH:16]=[C:15]([O:17][Si:18]([C:21]([CH3:24])([CH3:23])[CH3:22])([CH3:19])[CH3:20])[CH:14]=1)(=[O:29])[C:26]([CH3:28])=[CH2:27]. Reported procedure: 3,5-Di-tert-butyldimethylsilyloxybenzyl alcohol (13.0 g, 35.2 mmole) and freshly distilled methacryloyl chloride (4.06 g, 38.8 mmole) were dissolved in 75 ml of ether and cooled to 0° C. Pyridine (3.21 g, 40.6 mmole) in ether (10 ml) was added dropwise and the reaction mixture was stirred overnight at room temperature. The pyridinium hydrochloride was filtered off and the filtrate was passed over a silica bed to remove the traces of methacrylic acid. Through the silica bed were passed another 75...